The task is: describe an organic reaction: reactants, conditions, products, and yield. This data is from the Open Reaction Database (ORD), a public repository of structured organic reaction records. The reactants are [N+](=O)([O-])O (nitroalcohol), C(C)=O.C(C)O (acetaldehyde ethanol), [N+](=O)([O-])C(C)C (2-nitropropane), C(C)=O (acetaldehyde). Run in [OH-].[Na+] (NaOH), O (H2O), C(C)O (ethanol), [OH-].[Na+] (NaOH), C(C)O (ethanol). Conditions: time 1 hour. The product is [N+](=O)(OC(C)C(C)([N+](=O)[O-])C)[O-] (3-Methyl-3-Nitro-2-Butyl Nitrate). RXN SMILES: [N+:1](O)([O-:3])=[O:2].[CH:5](=[O:7])[CH3:6].[N+:8]([CH:11]([CH3:13])[CH3:12])([O-:10])=[O:9].C(=O)C.C(O)C>C(O)C.[OH-].[Na+].O>[N+:1]([O-:3])([O:7][CH:5]([C:11]([CH3:13])([N+:8]([O-:10])=[O:9])[CH3:12])[CH3:6])=[O:2] |f:3.4,6.7|. Reported procedure: The precursor nitroalcohol compound 3-methyl-3-nitro-2-butanol can be prepared as follows: 88.10 grams of acetaldehyde mixed with 88.10 grams of ethanol (previously cooled in refrigerator) was added dropwise to 178.2 grams of 2-nitropropane in 100 ml of ethanol and 4 ml of NaOH. After about two-thirds of this acetaldehyde-ethanol addition charge was added, 4 ml of 10N NaOH and 15 ml of H2O were added to the reaction mixture. The remaining addition charge was then added dropwise to the reaction m...